From a dataset of the Open Reaction Database (ORD), a public repository of structured organic reaction records. describe an organic reaction: reactants, conditions, products, and yield Reactants: B, O=C(O)c1cccc(Cl)n1, [Na+], C1CCOC1, C1CCOC1, [OH-], O. Product: OCc1cccc(Cl)n1. As a reaction SMILES: [BH3:16].[Cl:6][c:7]1[cH:8][cH:9][cH:10][c:11]([C:13](=[O:14])[OH:15])[n:12]1.[Na+:23].[O:17]1[CH2:18][CH2:19][CH2:20][CH2:21]1.[O:1]1[CH2:2][CH2:3][CH2:4][CH2:5]1.[OH-:22].[OH2:24]>>[Cl:6][c:7]1[cH:8][cH:9][cH:10][c:11]([CH2:13][OH:14])[n:12]1. The reactants are CS(C)=O, [I-], [K+], O=N[O-], Nc1c(Cl)cccc1C(=O)O, [Na+], O, O=S(=O)(O)O. The product is O=C(O)c1cccc(Cl)c1I. RXN SMILES: [CH3:19][S:20]([CH3:21])=[O:22].[I-:17].[K+:16].[N:1]([O-:2])=[O:3].[NH2:5][c:6]1[c:7]([C:8](=[O:9])[OH:10])[cH:11][cH:12][cH:13][c:14]1[Cl:15].[Na+:4].[OH2:18].[S:23](=[O:24])(=[O:25])([OH:26])[OH:27]>>[c:6]1([I:17])[c:7]([C:8](=[O:9])[OH:10])[cH:11][cH:12][cH:13][c:14]1[Cl:15].